From a dataset of the Open Reaction Database (ORD), a public repository of structured organic reaction records. describe an organic reaction: reactants, conditions, products, and yield Starting materials: FC1=CC2=C(C(NC3=NC=CC=C23)=O)C=C1 (9-Fluoro-5H-benzo[c][1,8]naphthyridin-6-one), BrC=1C=C(C=CC1)O (3-bromophenol), C([O-])([O-])=O.[K+].[K+] (potassium carbonate). Solvent: CC(=O)N(C)C (dimethylacetamide). Reaction conditions: temperature 200 celsius, time 30 minute. Product: BrC1=CC=C(OC2=CC3=C(C(NC4=NC=CC=C34)=O)C=C2)C=C1 (9-(4-Bromo-phenoxy)-5H-benzo[c][1,8]naphthyridin-6-one). Isolated yield 2.9%. RXN SMILES: F[C:2]1[CH:16]=[CH:15][C:5]2[C:6](=[O:14])[NH:7][C:8]3[C:13]([C:4]=2[CH:3]=1)=[CH:12][CH:11]=[CH:10][N:9]=3.[Br:17][C:18]1[CH:19]=[C:20](O)C=[CH:22][CH:23]=1.[C:25](=[O:28])([O-])[O-].[K+].[K+]>CC(N(C)C)=O>[Br:17][C:18]1[CH:19]=[CH:20][C:25]([O:28][C:2]2[CH:16]=[CH:15][C:5]3[C:6](=[O:14])[NH:7][C:8]4[C:13]([C:4]=3[CH:3]=2)=[CH:12][CH:11]=[CH:10][N:9]=4)=[CH:22][CH:23]=1 |f:2.3.4|. Procedure: 9-Fluoro-5H-benzo[c][1,8]naphthyridin-6-one (40 mg, 0.19 mmol), 3-bromophenol (97 mg, 0.56 mmol), and potassium carbonate (129 mg, 0.93 mmol) were suspended in dimethylacetamide (2 mL), and stirred for 30 minutes at 200° C. in the microwave. The reaction mixture was quenched with H2O. The resulting precipitate was filtered, washed with H2O, and dried under vacuum to provide 93 (2 mg, 3% yield) as a solid. LC-MS (M+H=367, obsd.=367). 1H NMR (400 MHz, d6-DMSO): δ 12.01 (s, 1H), 8.78 (d, 1H), 8.52 ...